This data is from the Open Reaction Database (ORD), a public repository of structured organic reaction records. The task is: describe an organic reaction: reactants, conditions, products, and yield Starting materials: C(#N)C1=CC=C(CN2CC(C2)C(=O)OC)C=C1 (methyl 1-(4-cyanobenzyl)azetidine-3-carboxylate), Cl.NO (hydroxylamine hydrochloride), C([O-])(O)=O.[Na+] (sodium bicarbonate). Solvent: CO (MeOH). The product is O\N=C(/N)\C1=CC=C(CN2CC(C2)C(=O)OC)C=C1 ((Z)-methyl 1-(4-(N′-hydroxycarbamimidoyl)benzyl)azetidine-3-carboxylate). The yield is 54.1%. RXN SMILES: [C:1]([C:3]1[CH:17]=[CH:16][C:6]([CH2:7][N:8]2[CH2:11][CH:10]([C:12]([O:14][CH3:15])=[O:13])[CH2:9]2)=[CH:5][CH:4]=1)#[N:2].Cl.[NH2:19][OH:20].C(=O)(O)[O-].[Na+]>CO>[OH:20]/[N:19]=[C:1](/[C:3]1[CH:4]=[CH:5][C:6]([CH2:7][N:8]2[CH2:9][CH:10]([C:12]([O:14][CH3:15])=[O:13])[CH2:11]2)=[CH:16][CH:17]=1)\[NH2:2] |f:1.2,3.4|. Procedure: A mixture of methyl 1-(4-cyanobenzyl)azetidine-3-carboxylate (760 mg, 3.30 mmol), hydroxylamine hydrochloride (459 mg, 6.60 mmol) and sodium bicarbonate (1109 mg, 13.20 mmol) in MeOH (4.9 mL) was heated to reflux for 2.5 hr. After cooling to rt, the reaction mixture was filtered and the filtrate was concentrated to a residue that was partitioned between EtOAc (75 mL) and water (50 mL). The aqueous layer was extracted with EtOAc (75 mL) and the combined organic layers were dried (MgSO4) and conce... Reactants: CC(=O)O[BH-](OC(C)=O)OC(C)=O, CC=O, CCN(C(C)C)C(C)C, O=C(Cl)c1ccc(Cl)cc1, ClCCl, COc1ccc(C(=O)N2c3ccccc3C(N)CC2C)cc1, [Na+]. The product is CCN(C(=O)c1ccc(Cl)cc1)C1CC(C)N(C(=O)c2ccc(OC)cc2)c2ccccc21. Reaction SMILES: [C:26]([O:27][BH-:28]([O:29][C:30](=[O:31])[CH3:32])[O:33][C:34](=[O:35])[CH3:36])(=[O:37])[CH3:38].[CH:23]([CH3:24])=[O:25].[CH:40]([N:41]([CH2:42][CH3:43])[CH:44]([CH3:45])[CH3:46])([CH3:47])[CH3:48].[Cl:49][C:50](=[O:51])[c:52]1[cH:53][cH:54][c:55]([Cl:56])[cH:57][cH:58]1.[Cl:59][CH2:60][Cl:61].[NH2:1][CH:2]1[CH2:3][CH:4]([CH3:22])[N:5]([C:12](=[O:13])[c:14]2[cH:15][cH:16][c:17]([O:20][CH3:21])[cH:18][cH:19]2)[c:6]2[cH:7][cH:8][cH:9][cH:10][c:11]21.[Na+:39]>>[N:1]([CH:2]1[CH2:3][CH:4]([CH3:22])[N:5]([C:12](=[O:13])[c:14]2[cH:15][cH:16][c:17]([O:20][CH3:21])[cH:18][cH:19]2)[c:6]2[cH:7][cH:8][cH:9][cH:10][c:11]21)([CH2:23][CH3:24])[C:50](=[O:51])[c:52]1[cH:53][cH:54][c:55]([Cl:56])[cH:57][cH:58]1. Starting materials: CC(C)(C)OC(=O)NC(Cc1ccccc1C(F)(F)F)C(=O)O, CCN(C(C)C)C(C)C, ClC(Cl)Cl, Cc1sc(C(=O)O)cc1-c1c(Cl)cnn1C, NC(Cc1ccc(F)cc1)CN1C(=O)c2ccccc2C1=O. The product is Cc1sc(C(=O)NC(Cc2ccc(F)cc2)CN2C(=O)c3ccccc3C2=O)cc1-c1c(Cl)cnn1C. Reaction SMILES: [CH3:39][C:40]([O:41][C:42]([NH:43][CH:44]([C:45]([OH:46])=[O:47])[CH2:48][c:49]1[cH:50][cH:51][cH:52][cH:53][c:54]1[C:55]([F:56])([F:57])[F:58])=[O:59])([CH3:60])[CH3:61].[CH:62]([N:63]([CH2:64][CH3:65])[CH:66]([CH3:67])[CH3:68])([CH3:69])[CH3:70].[CH:71]([Cl:72])([Cl:73])[Cl:74].[Cl:1][c:2]1[cH:3][n:4][n:5]([CH3:16])[c:6]1-[c:7]1[cH:8][c:9]([C:13](=[O:14])[OH:15])[s:10][c:11]1[CH3:12].[NH2:17][CH:18]([CH2:19][N:20]1[C:21](=[O:30])[c:22]2[cH:23][cH:24][cH:25][cH:26][c:27]2[C:28]1=[O:29])[CH2:31][c:32]1[cH:33][cH:34][c:35]([F:38])[cH:36][cH:37]1>>[Cl:1][c:2]1[cH:3][n:4][n:5]([CH3:16])[c:6]1-[c:7]1[cH:8][c:9]([C:13](=[O:15])[NH:17][CH:18]([CH2:19][N:20]2[C:21](=[O:30])[c:22]3[cH:23][cH:24][cH:25][cH:26][c:27]3[C:28]2=[O:29])[CH2:31][c:32]2[cH:33][cH:34][c:35]([F:38])[cH:36][cH:37]2)[s:10][c:11]1[CH3:12]. Starting materials: ClC1=CC(=C(C=C1)\C=C\[N+](=O)[O-])OC ((E)-4-chloro-2-methoxy-1-(2-nitrovinyl)benzene), [H-].[H-].[H-].[H-].[Li+].[Al+3] (LAH). Solvent: C1CCOC1 (THF). Run at temperature 0 celsius, time 5 hour. Yields the product ClC1=CC(=C(C=C1)CCN)OC (2-(4-chloro-2-methoxyphenyl)ethanamine). Yield: 75.0%. Reaction SMILES: [Cl:1][C:2]1[CH:7]=[CH:6][C:5](/[CH:8]=[CH:9]/[N+:10]([O-])=O)=[C:4]([O:13][CH3:14])[CH:3]=1.[H-].[H-].[H-].[H-].[Li+].[Al+3]>C1COCC1>[Cl:1][C:2]1[CH:7]=[CH:6][C:5]([CH2:8][CH2:9][NH2:10])=[C:4]([O:13][CH3:14])[CH:3]=1 |f:1.2.3.4.5.6|. Procedure details: (E)-4-chloro-2-methoxy-1-(2-nitrovinyl)benzene (245 mg, 1.15 mmol) was diluted with THF (1 mL), placed under nitrogen and cooled to 0° C. LAH (4588 μL, 4.59 mmol) was added dropwise and the reaction was stirred for 5 hours warming to ambient temperature. The reaction was cooled to 0° C. and quenched with 174 μL of water, 174 μL of 15% NaOH and 522 μL water. After stirring for 1 hour, ethyl acetate and MgSO4 was added. The reaction mixture was filtered and concentrated to yield 2-(4-chloro-2-meth... The reactants are O=C([O-])[O-], COc1cccc(CBr)c1, C=C(c1cccc(O)c1)c1ccc(OC)c(C)c1, CN(C)C=O, [Cs+], [Cs+]. The product is C=C(c1cccc(OCc2cccc(OC)c2)c1)c1ccc(OC)c(C)c1. Reaction SMILES: [C:34](=[O:35])([O-:36])[O-:37].[CH3:19][O:20][c:21]1[cH:22][c:23]([CH2:24][Br:25])[cH:26][cH:27][cH:28]1.[CH3:1][O:2][c:3]1[c:4]([CH3:18])[cH:5][c:6]([C:9](=[CH2:10])[c:11]2[cH:12][c:13]([OH:17])[cH:14][cH:15][cH:16]2)[cH:7][cH:8]1.[CH3:29][N:30]([CH3:31])[CH:32]=[O:33].[Cs+:38].[Cs+:39]>>[CH3:1][O:2][c:3]1[c:4]([CH3:18])[cH:5][c:6]([C:9](=[CH2:10])[c:11]2[cH:12][c:13]([O:17][CH2:24][c:23]3[cH:22][c:21]([O:20][CH3:19])[cH:28][cH:27][cH:26]3)[cH:14][cH:15][cH:16]2)[cH:7][cH:8]1. Starting materials: COc1ccccc1Br, C1CCOC1, [Cl-], [Mg], [NH4+]. Yields the product [Br-], COc1ccccc1[Mg+]. RXN SMILES: [Br:2][c:3]1[c:4]([O:9][CH3:10])[cH:5][cH:6][cH:7][cH:8]1.[CH2:13]1[O:14][CH2:15][CH2:16][CH2:17]1.[Cl-:11].[Mg:1].[NH4+:12]>>[Br-:2].[Mg+:1][c:3]1[c:4]([O:9][CH3:10])[cH:5][cH:6][cH:7][cH:8]1.